Dataset: the Open Reaction Database (ORD), a public repository of structured organic reaction records. Task: describe an organic reaction: reactants, conditions, products, and yield Starting materials: O (water), S(=O)(=O)(Cl)Cl (sulphuryl chloride), CC(=O)C1=CC(=C(C=C1F)F)F (2,4,5-trifluoroacetophenone), Cl (hydrogen chloride). Solvent: ClCCl (dichloromethane). Product: FC1=C(C(CCl)=O)C=C(C(=C1)F)F (2,4,5- trifluoro-phenacyl chloride). RXN SMILES: S(Cl)(Cl)(=O)=O.[CH3:6][C:7]([C:9]1[C:14]([F:15])=[CH:13][C:12]([F:16])=[C:11]([F:17])[CH:10]=1)=[O:8].[ClH:18].O>ClCCl>[F:15][C:14]1[CH:13]=[C:12]([F:16])[C:11]([F:17])=[CH:10][C:9]=1[C:7](=[O:8])[CH2:6][Cl:18]. Procedure: 40.8 g (0.3 mole) of sulphuryl chloride were added dropwise at room temperature (22° C.) to 48 g (0.275 mole) of 2,4,5-trifluoroacetophenone (obtained according to Example 6), dissolved in 400 ml of dichloromethane, and the mixture was stirred until the end of the evolution of hydrogen chloride (about 2 hours). 600 ml of water were then added to the reaction mixture, the organic phase was separated off, and this was washed until neutral with sodium hydrogen carbonate solution and dried over magn...